From a dataset of the Open Reaction Database (ORD), a public repository of structured organic reaction records. describe an organic reaction: reactants, conditions, products, and yield Starting materials: FC=1C=C(C=C(C1)F)NC1=C(CCC1)C#N (2-(3', 5'-Difluorophenylamino)-cyclopent-1-ene-1-carbonitrile). Reagents/catalysts: [Ti](Cl)(Cl)(Cl)Cl (titanium tetrachloride). Solvent: [OH-].[Na+] (sodium hydroxide). Run at temperature 140 celsius. Yields the product NC1=C2C(=NC=3C=C(C=C(C13)F)F)CCC2 (9-Amino-6,8-difluoro-2.3-dihydro-1H -cyclopenta[1,2-b] quinoline). Reaction SMILES: [F:1][C:2]1[CH:3]=[C:4]([NH:9][C:10]2[CH2:14][CH2:13][CH2:12][C:11]=2[C:15]#[N:16])[CH:5]=[C:6]([F:8])[CH:7]=1>[Ti](Cl)(Cl)(Cl)Cl.[OH-].[Na+]>[NH2:16][C:15]1[C:3]2[C:2]([F:1])=[CH:7][C:6]([F:8])=[CH:5][C:4]=2[N:9]=[C:10]2[CH2:14][CH2:13][CH2:12][C:11]=12 |f:2.3|. Procedure details: Under nitrogen, titanium tetrachloride (1.2 ml; 2.1 g; 11.0 mmol) was added to the above enamine (Example 38) (2.2 g, 10.0 mmol) and the stirred mixture was heated at 140° C. for 1 hour. After cooling, sodium hydroxide (10M, 20 ml) was added and the mixture heated under reflux for 1 hour. After being allowed to cool, this was filtered and the solids were washed with dichloromethane. Any organics in the filtrate were also extracted into dichloromethane, the extracts were combined, dried (Na2SO4),... Starting materials: SC1=NN=C2N1C=CC=C2 (3-mercapto-1,2,4-triazolo[4,3-a]pyridine), C=1NC(N2C1C=CC=C2)=S (imidazo[1,5-a]pyridine-3(2H)-thione). Yields the product N=1N=C(N2C1C=CC=C2)SCC#N ((1,2,4-Triazolo[4,3-a]pyridin-3-ylthio)-acetonitrile). The yield is 52.0%. RXN SMILES: [SH:1][C:2]1[N:6]2[CH:7]=[CH:8][CH:9]=[CH:10][C:5]2=[N:4][N:3]=1.[CH:11]1[NH:12]C(=S)N2C=CC=C[C:15]=12>>[N:4]1[N:3]=[C:2]([S:1][CH2:15][C:11]#[N:12])[N:6]2[CH:7]=[CH:8][CH:9]=[CH:10][C:5]=12. Procedure: Following the procedure of Example 3, and substituting 3-mercapto-1,2,4-triazolo[4,3-a]pyridine, prepared according to Example 2, for imidazo[1,5-a]pyridine-3(2H)-thione, the title compound is prepared in 52% yield. The compound, after recrystallization from a mixture of benzene-acetonitrile, melts at 121°-3° C. Reactants: C(C)(=O)N(N1C(N(N=C(C1)C=O)C(=O)OC(C)(C)C)=O)C(=O)OC(C)(C)C (tert-butyl 4-[acetyl(tert-butoxycarbonyl)amino]-6-formyl-3-oxo-5H-1,2,4-triazine-2-carboxylate), C(C)(=O)[O-].[Na+] (sodium acetate), Cl.C(C)ON (O-ethylhydroxylamine HCl-salt). The solvent is CCO (EtOH). Reaction conditions: temperature 70 celsius, time 2 hour. Product: C(C)(=O)N(N1C(N(N=C(C1)/C=N/OCC)C(=O)OC(C)(C)C)=O)C(=O)OC(C)(C)C (tert-butyl 4-[acetyl(tert-butoxycarbonyl)amino]-6-[(E)-ethoxyiminomethyl]-3-oxo-5H-1,2,4-triazine-2-carboxylate). RXN SMILES: [C:1]([N:4]([C:21]([O:23][C:24]([CH3:27])([CH3:26])[CH3:25])=[O:22])[N:5]1[CH2:10][C:9]([CH:11]=O)=[N:8][N:7]([C:13]([O:15][C:16]([CH3:19])([CH3:18])[CH3:17])=[O:14])[C:6]1=[O:20])(=[O:3])[CH3:2].C([O-])(=O)C.[Na+].Cl.[CH2:34]([O:36][NH2:37])[CH3:35]>CCO>[C:1]([N:4]([C:21]([O:23][C:24]([CH3:27])([CH3:26])[CH3:25])=[O:22])[N:5]1[CH2:10][C:9](/[CH:11]=[N:37]/[O:36][CH2:34][CH3:35])=[N:8][N:7]([C:13]([O:15][C:16]([CH3:17])([CH3:19])[CH3:18])=[O:14])[C:6]1=[O:20])(=[O:3])[CH3:2] |f:1.2,3.4|. Procedure details: To a solution of tert-butyl 4-[acetyl(tert-butoxycarbonyl)amino]-6-formyl-3-oxo-5H-1,2,4-triazine-2-carboxylate (192 mg, 0.500 mmol) and sodium acetate (45 mg, 0.55 mmol) in EtOH (1.0 mL) at room temperature was added O-ethylhydroxylamine HCl-salt (54 mg, 0.55 mmol). The mixture was heated to 70° C. and stirred for 2 h. The obtained reaction mixture was filtered hot and the solid residual washed with EtOH. The filtrate was concentrated to give the desired product which was used without further p... Starting materials: OC1CCCCC1Br, CC1(C)CC(OC(=O)c2ccccc2)CC(C)(C)N1O, CCCC[SnH](CCCC)CCCC, CCCCCCC, Clc1ccccc1. The product is CC1(C)CC(OC(=O)c2ccccc2)CC(C)(C)N1OC1CCCCC1O. As a reaction SMILES: [Br:14][CH:15]1[CH:16]([OH:21])[CH2:17][CH2:18][CH2:19][CH2:20]1.[C:22]([c:23]1[cH:24][cH:25][cH:26][cH:27][cH:28]1)(=[O:29])[O:30][CH:31]1[CH2:32][C:33]([CH3:40])([CH3:41])[N:34]([OH:39])[C:35]([CH3:37])([CH3:38])[CH2:36]1.[CH2:1]([SnH:2]([CH2:3][CH2:4][CH2:5][CH3:6])[CH2:7][CH2:8][CH2:9][CH3:10])[CH2:11][CH2:12][CH3:13].[CH3:42][CH2:43][CH2:44][CH2:45][CH2:46][CH2:47][CH3:48].[Cl:49][c:50]1[cH:51][cH:52][cH:53][cH:54][cH:55]1>>[CH:15]1([O:39][N:34]2[C:33]([CH3:40])([CH3:41])[CH2:32][CH:31]([O:30][C:22]([c:23]3[cH:24][cH:25][cH:26][cH:27][cH:28]3)=[O:29])[CH2:36][C:35]2([CH3:37])[CH3:38])[CH:16]([OH:21])[CH2:17][CH2:18][CH2:19][CH2:20]1. Starting materials: C(#N)C1=CC=C(C=C1)C[C@](C1=CC(=CC(=C1)OC(C(F)F)(F)F)F)(C1=CC(=C(C=C1)F)C(F)(F)F)NC(C1=CC(=C(C=C1)F)C(F)(F)F)=O ((R)—N-(2-(4-cyanophenyl)-1-(4-fluoro-3-(trifluoromethyl)phenyl)-1-(3-fluoro-5-(1,1,2,2-tetrafluoroethoxy)phenyl)ethyl)-4-fluoro-3-(trifluoromethyl)benzamide), [H-].[H-].[H-].[H-].[Li+].[Al+3] (LAH). The solvent is C1CCOC1 (THF). Conditions: time 5 hour. Product: NCC1=CC=C(C=C1)C[C@](C1=CC(=CC(=C1)OC(C(F)F)(F)F)F)(C1=CC(=C(C=C1)F)C(F)(F)F)NC(C1=CC(=C(C=C1)F)C(F)(F)F)=O ((R)—N-(2-(4-(aminomethyl)phenyl)-1-(4-fluoro-3-(trifluoromethyl)phenyl)-1-(3-fluoro-5-(1,1,2,2-tetrafluoroethoxy)phenyl)ethyl)-4-fluoro-3-(trifluoromethyl)benzamide). The yield is 36.0%. RXN SMILES: [C:1]([C:3]1[CH:8]=[CH:7][C:6]([CH2:9][C@@:10]([NH:36][C:37](=[O:49])[C:38]2[CH:43]=[CH:42][C:41]([F:44])=[C:40]([C:45]([F:48])([F:47])[F:46])[CH:39]=2)([C:25]2[CH:30]=[CH:29][C:28]([F:31])=[C:27]([C:32]([F:35])([F:34])[F:33])[CH:26]=2)[C:11]2[CH:16]=[C:15]([O:17][C:18]([F:23])([F:22])[CH:19]([F:21])[F:20])[CH:14]=[C:13]([F:24])[CH:12]=2)=[CH:5][CH:4]=1)#[N:2].[H-].[H-].[H-].[H-].[Li+].[Al+3]>C1COCC1>[NH2:2][CH2:1][C:3]1[CH:4]=[CH:5][C:6]([CH2:9][C@@:10]([NH:36][C:37](=[O:49])[C:38]2[CH:43]=[CH:42][C:41]([F:44])=[C:40]([C:45]([F:48])([F:47])[F:46])[CH:39]=2)([C:25]2[CH:30]=[CH:29][C:28]([F:31])=[C:27]([C:32]([F:33])([F:34])[F:35])[CH:26]=2)[C:11]2[CH:16]=[C:15]([O:17][C:18]([F:22])([F:23])[CH:19]([F:20])[F:21])[CH:14]=[C:13]([F:24])[CH:12]=2)=[CH:7][CH:8]=1 |f:1.2.3.4.5.6|. Reported procedure: To a solution of (R)—N-(2-(4-cyanophenyl)-1-(4-fluoro-3-(trifluoromethyl)phenyl)-1-(3-fluoro-5-(1,1,2,2-tetrafluoroethoxy)phenyl)ethyl)-4-fluoro-3-(trifluoromethyl)benzamide, prepared as described in Procedure 56, (77% yield, 20 mg, 0.02 mmol) in THF (1.5 mL) at rt was added LAH (1.0 M in THF). The reaction mixture was stirred at rt for 5 h, then quenched by addition of 2 N LiOH. The solid was removed by filtration and the filtrate was concentrated. The resulting residue was purified by prep HPL... The reactants are C(#N)C1(CCCCC1)COC1=CC(=C(C(=O)OC(C)(C)C)C=C1C1CC1)F (tert-butyl 4-((1-cyanocyclohexyl)methoxy)-5-cyclopropyl-2-fluorobenzoate), FC(C(=O)O)(F)F (trifluoroacetic acid). Run in ClCCl (dichloromethane). Run at time 1 hour. Product: C(#N)C1(CCCCC1)COC1=CC(=C(C(=O)O)C=C1C1CC1)F (4-((1-cyanocyclohexyl)methoxy)-5-cyclopropyl-2-fluorobenzoic acid). Yield: 75.8%. RXN SMILES: [C:1]([C:3]1([CH2:9][O:10][C:11]2[C:23]([CH:24]3[CH2:26][CH2:25]3)=[CH:22][C:14]([C:15]([O:17]C(C)(C)C)=[O:16])=[C:13]([F:27])[CH:12]=2)[CH2:8][CH2:7][CH2:6][CH2:5][CH2:4]1)#[N:2].FC(F)(F)C(O)=O>ClCCl>[C:1]([C:3]1([CH2:9][O:10][C:11]2[C:23]([CH:24]3[CH2:26][CH2:25]3)=[CH:22][C:14]([C:15]([OH:17])=[O:16])=[C:13]([F:27])[CH:12]=2)[CH2:4][CH2:5][CH2:6][CH2:7][CH2:8]1)#[N:2]. Reported procedure: To a solution of tert-butyl 4-((1-cyanocyclohexyl)methoxy)-5-cyclopropyl-2-fluorobenzoate (0.498 g, 1.33 mmol) in dichloromethane (15 mL) was added trifluoroacetic acid (5 mL). The solution was stirred at ambient temperature for 1 hour and the solvent was concentrated in vacuo to dryness. The residue was triturated with diethyl ether (10 mL) to afford the title compound as a colorless solid (0.32 g, 75%): 1H NMR (300 MHz, DMSO-d6) 12.88 (br s, 1H), 7.32 (d, J=8.4 Hz, 1H), 6.93 (d, J=12.8 Hz, 1H)... Starting materials: C(C)(C)(C)OC(=O)[C@H](C)NC1=C(C(=O)NCC2=CC3=C(OCO3)C=C2)C=C(C=C1)[N+](=O)[O-] ((S)-2-[1-(tert-butoxycarbonyl)ethylamino]-5-nitro-N-(1,3-benzodioxol-5-ylmethyl)benzamide), FC(C(=O)O)(F)F (trifluoroacetic acid). The solvent is ClCCl (dichloromethane). Run at time 2 hour. Yields the product C(=O)(O)[C@H](C)NC1=C(C(=O)NCC2=CC3=C(OCO3)C=C2)C=C(C=C1)[N+](=O)[O-] ((S)-2-(1-carboxyethylamino)-5-nitro-N-(1,3-benzodioxol-5-ylmethyl)benzamide). The yield is 83.7%. As a reaction SMILES: C([O:5][C:6]([C@@H:8]([NH:10][C:11]1[CH:29]=[CH:28][C:27]([N+:30]([O-:32])=[O:31])=[CH:26][C:12]=1[C:13]([NH:15][CH2:16][C:17]1[CH:25]=[CH:24][C:20]2[O:21][CH2:22][O:23][C:19]=2[CH:18]=1)=[O:14])[CH3:9])=[O:7])(C)(C)C.FC(F)(F)C(O)=O>ClCCl>[C:6]([C@@H:8]([NH:10][C:11]1[CH:29]=[CH:28][C:27]([N+:30]([O-:32])=[O:31])=[CH:26][C:12]=1[C:13]([NH:15][CH2:16][C:17]1[CH:25]=[CH:24][C:20]2[O:21][CH2:22][O:23][C:19]=2[CH:18]=1)=[O:14])[CH3:9])([OH:7])=[O:5]. Procedure: To a solution of (S)-2-[1-(tert-butoxycarbonyl)ethylamino]-5-nitro-N-(1,3-benzodioxol-5-ylmethyl)benzamide (104 mg) in dichloromethane (1.5 mL) was added trifluoroacetic acid (0.6 mL), and the mixture was stirred for 2 hour at ambient temperature. The resulting mixture was evaporated in vacuo and the residue was triturated with diethyl ether to give (S)-2-(1-carboxyethylamino)-5-nitro-N-(1,3-benzodioxol-5-ylmethyl)benzamide (76 mg) as a solid substance. Reactants: ClC1=NC=CC=C1S(=O)(=O)N=C=O (2-chloropyridine-3-sulfonylisocyanate), NC1=NC(=CC(=N1)OC)C (2-amino-4-methoxy-6-methylpyrimidine), [OH-].[Na+] (NaOH). Solvent: O (water), C(C)#N (acetonitrile). Yields the product ClC1=NC=CC=C1S(=O)(=O)NC(=O)NC1=NC(=CC(=N1)OC)C (2-Chloro-N-[(4-methoxy-6-methylpyrimidin-2-yl)aminocarbonyl]-3-pyridinesulfonamide). As a reaction SMILES: [NH2:1][C:2]1[N:7]=[C:6]([O:8][CH3:9])[CH:5]=[C:4]([CH3:10])[N:3]=1.[Cl:11][C:12]1[C:17]([S:18]([N:21]=[C:22]=[O:23])(=[O:20])=[O:19])=[CH:16][CH:15]=[CH:14][N:13]=1.[OH-].[Na+]>C(#N)C.O>[Cl:11][C:12]1[C:17]([S:18]([NH:21][C:22]([NH:1][C:2]2[N:7]=[C:6]([O:8][CH3:9])[CH:5]=[C:4]([CH3:10])[N:3]=2)=[O:23])(=[O:19])=[O:20])=[CH:16][CH:15]=[CH:14][N:13]=1 |f:2.3|. Reported procedure: To a stirred suspension of 1.4 g of 2-amino-4-methoxy-6-methylpyrimidine in 20 ml of dry acetonitrile at room temperature was added 2.2 g of 2-chloropyridine-3-sulfonylisocyanate. The mixture was stirred for several hours and filtered. Evaporation of the filtrate yielded a solid residue which was stirred in approximately 30 ml of water while adjusting the pH of this mixture to 11 by the addition of 10% of NaOH. This solution was filtered, the filtrate pH adjusted to pH 7 by adding 10% hydrochlor... The reactants are CC(=O)c1cc(Br)ccc1O, CCO, O=Cc1ccncc1, Cl, [Na+], [OH-], O. Yields the product O=C(C=Cc1ccncc1)c1cc(Br)ccc1O. As a reaction SMILES: [Br:1][c:2]1[cH:3][cH:4][c:5]([OH:11])[c:6]([C:8]([CH3:9])=[O:10])[cH:7]1.[CH3:23][CH2:24][OH:25].[CH:12]([c:13]1[cH:14][cH:15][n:16][cH:17][cH:18]1)=[O:19].[ClH:22].[Na+:21].[OH-:20].[OH2:26]>>[Br:1][c:2]1[cH:3][cH:4][c:5]([OH:11])[c:6]([C:8]([CH:9]=[CH:12][c:13]2[cH:14][cH:15][n:16][cH:17][cH:18]2)=[O:10])[cH:7]1. The reactants are CC(C)(C)OC(=O)NCC1CN(c2ncnc3[nH]c4ccccc4c23)CCO1, CO. Yields the product NCC1CN(c2ncnc3[nH]c4ccccc4c23)CCO1. As a reaction SMILES: [C:1]([O:2][C:3](=[O:4])[NH:7][CH2:8][CH:9]1[O:10][CH2:11][CH2:12][N:13]([c:15]2[n:16][cH:17][n:18][c:19]3[nH:20][c:21]4[cH:22][cH:23][cH:24][cH:25][c:26]4[c:27]23)[CH2:14]1)([CH3:5])([CH3:6])[CH3:28].[CH3:29][OH:30]>>[NH2:7][CH2:8][CH:9]1[O:10][CH2:11][CH2:12][N:13]([c:15]2[n:16][cH:17][n:18][c:19]3[nH:20][c:21]4[cH:22][cH:23][cH:24][cH:25][c:26]4[c:27]23)[CH2:14]1.